This data is from the Open Reaction Database (ORD), a public repository of structured organic reaction records. The task is: describe an organic reaction: reactants, conditions, products, and yield Starting materials: COC1=CC(=CC=2CC(OC21)(C)C)C(C(C(=O)OC)(C)C)=O (methyl 3-(7-methoxy-2,2-dimethyl-2,3-dihydro-1-benzofuran-5-yl)-2,2-dimethyl-3-oxopropanoate), Cl.Cl.N1CCC(CC1)NN (piperidin-4-yl-hydrazine dihydrochloride). The product is COC1=CC(=CC=2CC(OC21)(C)C)C=2C(C(N(N2)C2CCNCC2)=O)(C)C (5-(7-Methoxy-2,2-dimethyl-2,3-dihydro-1-benzofuran-5-yl)-4,4-dimethyl-2-(piperidin-4-yl)-2,4-dihydro-3H-pyrazol-3-one). Reaction SMILES: [CH3:1][O:2][C:3]1[C:11]2[O:10][C:9]([CH3:13])([CH3:12])[CH2:8][C:7]=2[CH:6]=[C:5]([C:14](=O)[C:15]([CH3:21])([CH3:20])[C:16](OC)=[O:17])[CH:4]=1.Cl.Cl.[NH:25]1[CH2:30][CH2:29][CH:28]([NH:31][NH2:32])[CH2:27][CH2:26]1>>[CH3:1][O:2][C:3]1[C:11]2[O:10][C:9]([CH3:12])([CH3:13])[CH2:8][C:7]=2[CH:6]=[C:5]([C:14]2[C:15]([CH3:21])([CH3:20])[C:16](=[O:17])[N:31]([CH:28]3[CH2:29][CH2:30][NH:25][CH2:26][CH2:27]3)[N:32]=2)[CH:4]=1 |f:1.2.3|. Procedure: Prepared analogous as described for the example B1 (Alternative 2) using methyl 3-(7-methoxy-2,2-dimethyl-2,3-dihydro-1-benzofuran-5-yl)-2,2-dimethyl-3-oxopropanoate (compound D12) and piperidin-4-yl-hydrazine dihydrochloride as starting compounds resulting in the title compound. (compound B12)